Dataset: the Open Reaction Database (ORD), a public repository of structured organic reaction records. Task: describe an organic reaction: reactants, conditions, products, and yield The reactants are [N+](=O)([O-])C1=CC=C(C=C1)C=1NC(=C(N1)C=NNC(=O)OC)C (3-{[2-(p-nitrophenyl)-5-methyl-4-imidazolyl]-methylene}carbazic acid, methyl ester). The solvent is C1(=CC=CC=C1)OC1=CC=CC=C1 (diphenyl ether), CCOCC (ether). Run at time 1 hour. Yields the product O.CC=1N=C(N2C(NN=CC21)=O)C2=CC=C(C=C2)[N+](=O)[O-] (8-Methyl-6-(p-nitrophenyl)-imidazo[1,5-d]-as-triazine-4(3H)-one, monohydrate). The yield is 195.1%. Reaction SMILES: [N+:1]([C:4]1[CH:9]=[CH:8][C:7]([C:10]2[NH:11][C:12]([CH3:22])=[C:13]([CH:15]=[N:16][NH:17][C:18](OC)=[O:19])[N:14]=2)=[CH:6][CH:5]=1)([O-:3])=[O:2]>C1(OC2C=CC=CC=2)C=CC=CC=1.CCOCC>[OH2:2].[CH3:22][C:12]1[N:11]=[C:10]([C:7]2[CH:8]=[CH:9][C:4]([N+:1]([O-:3])=[O:2])=[CH:5][CH:6]=2)[N:14]2[C:13]=1[CH:15]=[N:16][NH:17][C:18]2=[O:19] |f:3.4|. Procedure details: 3-{[2-(p-nitrophenyl)-5-methyl-4-imidazolyl]-methylene}carbazic acid, methyl ester (2.5 g, 0.0082 mole) is immersed in diphenyl ether (25 ml) at 240° C. for 20 minutes, then stirred in an ice bath for 1 hour. The reaction mixture is diluted with ether and filtered to afford 2.2 g (0.008 mole) title product. The product is purified via an actone ⟦soxhlet⟧ Soxhlet extraction to give a yellow solid, m.p. 295°-297° C. Yields the product C1(=CC=CC=C1)C(=CNC(=O)C=1C2=C(SC1O)C=CC=C2)C2=CC=CC=C2 (N-(2,2-Diphenylethenyl)-2-hydroxybenzo(b)thiophene-3-carboxamide). Starting materials: OC1=C(C2=C(S1)C=CC=C2)C(=O)N (2-hydroxybenzo(b)thiophene-3-carboxamide), C1(=CC=CC=C1)C(C=O)C1=CC=CC=C1 (diphenylacetaldehyde), O.C=1(C(=CC=CC1)S(=O)(=O)O)C (toluenesulfonic acid hydrate). Solvent: C1(=CC=CC=C1)C (toluene). Procedure details: A stirred mixture of 2-hydroxybenzo(b)thiophene-3-carboxamide (0.485 g, 0.0025 m), diphenylacetaldehyde (0.51 g, 0.0026 m), p. toluenesulfonic acid hydrate (30 mg), and dried toluene (15 ml) is set in an oil-bath at 100° C., the bath temperature raised to 150° C., and the mixture heated under reflux until thin-layer chromatography of the mixture indicates completeness of reaction. The cooled reaction mixture is concentrated in vacuo and the residue chromatographed on silica gel (v/v 10-50% CH2Cl... Reaction conditions: temperature 150 celsius. RXN SMILES: [OH:1][C:2]1[S:6][C:5]2[CH:7]=[CH:8][CH:9]=[CH:10][C:4]=2[C:3]=1[C:11]([NH2:13])=[O:12].[C:14]1([CH:20]([C:23]2[CH:28]=[CH:27][CH:26]=[CH:25][CH:24]=2)[CH:21]=O)[CH:19]=[CH:18][CH:17]=[CH:16][CH:15]=1.O.C1(C)C(S(O)(=O)=O)=CC=CC=1>C1(C)C=CC=CC=1>[C:14]1([C:20]([C:23]2[CH:24]=[CH:25][CH:26]=[CH:27][CH:28]=2)=[CH:21][NH:13][C:11]([C:3]2[C:4]3[CH:10]=[CH:9][CH:8]=[CH:7][C:5]=3[S:6][C:2]=2[OH:1])=[O:12])[CH:19]=[CH:18][CH:17]=[CH:16][CH:15]=1 |f:2.3|. The reactants are ClC1=C(C=CC=C1)N1C(=NC2=CC=C(C=C2C1=O)F)C=O (3-(2-chloro-phenyl)-6-fluoro-3,4-dihydro-quinazolin-4-one-2-carboxaldehyde), CO (methanol), NC1=NC=CC=N1 (2-aminopyrimidine), [OH-].[Na+] (sodium hydroxide). Reagents/catalysts: [Pd] (palladium on carbon). The solvent is C(=O)O (formic acid). Run at time 8 hour. Product: ClC1=C(C=CC=C1)N1C(=NC2=CC=C(C=C2C1=O)F)CNC1=NC=CC=N1 (3-(2-Chloro-phenyl)-6-fluoro-2-(pyrimidin-2-ylaminomethyl)-3H-quinazolin-4-one). Reaction SMILES: [Cl:1][C:2]1[CH:7]=[CH:6][CH:5]=[CH:4][C:3]=1[N:8]1[C:17](=[O:18])[C:16]2[C:11](=[CH:12][CH:13]=[C:14]([F:19])[CH:15]=2)[N:10]=[C:9]1[CH:20]=O.CO.[NH2:24][C:25]1[N:30]=[CH:29][CH:28]=[CH:27][N:26]=1.[OH-].[Na+]>[Pd].C(O)=O>[Cl:1][C:2]1[CH:7]=[CH:6][CH:5]=[CH:4][C:3]=1[N:8]1[C:17](=[O:18])[C:16]2[C:11](=[CH:12][CH:13]=[C:14]([F:19])[CH:15]=2)[N:10]=[C:9]1[CH2:20][NH:24][C:25]1[N:30]=[CH:29][CH:28]=[CH:27][N:26]=1 |f:3.4|. Reported procedure: A mixture of 3-(2-chloro-phenyl)-6-fluoro-3,4-dihydro-quinazolin-4-one-2-carboxaldehyde (0.200 g, 0.66 mmol), methanol (20 mL), and 2-aminopyrimidine (0.059 g, 0.62 mmol) was refluxed 29 hours. The mixture was cooled to room temperature and 10% palladium on carbon (0.236 g) and formic acid (1.1 mL) were added. The mixture was allowed to stir at ambient temperature overnight. The reaction was treated with 6 N sodium hydroxide to adjust the pH to 10. The mixture was filtered through celite and the... The reactants are CCO, CCCn1cncc1CCl, Cl, [Na+], [OH-], O=[N+]([O-])c1ccc2nc(S)[nH]c2c1. The product is CCCn1cncc1CSc1nc2ccc([N+](=O)[O-])cc2[nH]1. Reaction SMILES: [CH3:27][CH2:28][OH:29].[Cl:17][CH2:18][c:19]1[cH:20][n:21][cH:22][n:23]1[CH2:24][CH2:25][CH3:26].[ClH:16].[Na+:15].[OH-:14].[SH:1][c:2]1[nH:3][c:4]2[c:5]([n:6]1)[cH:7][cH:8][c:9]([N+:11](=[O:12])[O-:13])[cH:10]2>>[S:1]([c:2]1[nH:3][c:4]2[c:5]([n:6]1)[cH:7][cH:8][c:9]([N+:11](=[O:12])[O-:13])[cH:10]2)[CH2:18][c:19]1[cH:20][n:21][cH:22][n:23]1[CH2:24][CH2:25][CH3:26].